This data is from the Open Reaction Database (ORD), a public repository of structured organic reaction records. The task is: describe an organic reaction: reactants, conditions, products, and yield Starting materials: CC=1C=NN(C1)C1=CC=C(C=O)C=C1 (4-(4-Methyl-1H-pyrazol-1-yl)benzaldehyde), N1(N=CC=C1)C1=CC=C(C=O)C=C1 (4-(1H-pyrazol-1-yl)-benzaldehyde). Product: CC=1C=NN(C1)C1=CC=C(C=C1)/C=C/C=O ((2E)-3-[4-(4-Methyl-1H-pyrazol-1-yl)phenyl]-2-propenal). As a reaction SMILES: [CH3:1][C:2]1[CH:3]=[N:4][N:5]([C:7]2[CH:14]=[CH:13][C:10]([CH:11]=O)=[CH:9][CH:8]=2)[CH:6]=1.N1(C2C=C[C:23]([CH:24]=[O:25])=CC=2)C=CC=N1>>[CH3:1][C:2]1[CH:3]=[N:4][N:5]([C:7]2[CH:14]=[CH:13][C:10](/[CH:11]=[CH:23]/[CH:24]=[O:25])=[CH:9][CH:8]=2)[CH:6]=1. Procedure details: The title compound was prepared by a procedure analogous to Reference Example 30 by substituting 4-(4-methyl-1H-pyrazol-1-yl)-benzaldehyde (prepared as described in Reference Example 4) for the 4-(1H-pyrazol-1-yl)-benzaldehyde of Reference Example 30. MS 213 (M+H)+.